Dataset: the Open Reaction Database (ORD), a public repository of structured organic reaction records. Task: describe an organic reaction: reactants, conditions, products, and yield Reaction SMILES: N1C=CC=CC=1.[C:7]([C:11]1[C:12](=[O:22])[C:13]([C:18]([CH3:21])([CH3:20])[CH3:19])=[CH:14][C:15](=O)[CH:16]=1)([CH3:10])([CH3:9])[CH3:8].[NH2:23][C:24]1[CH:29]=[N:28][CH:27]=[CH:26][N:25]=1>ClC(Cl)C.[Ti](Cl)(Cl)(Cl)Cl>[C:7]([C:11]1[C:12](=[O:22])[C:13]([C:18]([CH3:21])([CH3:20])[CH3:19])=[CH:14][C:15](=[N:23][C:24]2[CH:29]=[N:28][CH:27]=[CH:26][N:25]=2)[CH:16]=1)([CH3:10])([CH3:9])[CH3:8]. Procedure details: A 97.1 ml quantity of pyridine was dissolved in 944 ml of dichloroethane, and 32.9 ml of titanium tetrachloride was added thereto. The resulting mixture was refluxed with heating for 15 minutes. To the mixture were then added 132.2 g of 2,6-di-tert-butyl-1,4-benzoquinone and 57.1 g of aminopyrazine, and the mixture was refluxed with heating for 42 hours. The reaction mixture was cooled to room temperature and filtered through a Celite pad and the insoluble materials were washed there with dichlo... Isolated yield 46.4%. Solvent: ClC(C)Cl (dichloroethane). The product is C(C)(C)(C)C=1C(C(=CC(C1)=NC1=NC=CN=C1)C(C)(C)C)=O (2,6-di-tert-butyl-4-pyrazinylimino-2,5-cyclohexadien-1-one). The reagents and catalysts are [Ti](Cl)(Cl)(Cl)Cl (titanium tetrachloride). Reactants: C(C)(C)(C)C=1C(C(=CC(C1)=O)C(C)(C)C)=O (2,6-di-tert-butyl-1,4-benzoquinone), NC1=NC=CN=C1 (aminopyrazine), N1=CC=CC=C1 (pyridine). Reactants: BrC=1C=C2C(=NC1)N=C(N2)C2=CC(=CC=C2)OC (6-bromo-2-(3-methoxyphenyl)-1H-imidazo[4,5-b]pyridine), C1(=CC=CC=C1)OB(O)O (phenylboric acid), C([O-])([O-])=O.[Na+].[Na+] (sodium carbonate), C1(=CC=CC=C1)C (toluene). Reagents/catalysts: C=1C=CC(=CC1)[P](C=2C=CC=CC2)(C=3C=CC=CC3)[Pd]([P](C=4C=CC=CC4)(C=5C=CC=CC5)C=6C=CC=CC6)([P](C=7C=CC=CC7)(C=8C=CC=CC8)C=9C=CC=CC9)[P](C=1C=CC=CC1)(C=1C=CC=CC1)C=1C=CC=CC1 (tetrakis(triphenylphosphine)palladium(0)). Run in C(C)(=O)OCC.O1CCCC1 (ethyl acetate tetrahydrofuran), O1CCCC1 (tetrahydrofuran), O (water). Reaction conditions: temperature 90 celsius, time 24 hour. Product: COC=1C=C(C=CC1)C=1NC=2C(=NC=C(C2)C2=CC=CC=C2)N1 (2-(3-methoxyphenyl)-6-phenyl-1H-imidazo[4,5-b]pyridine). The yield is 66.3%. RXN SMILES: Br[C:2]1[CH:3]=[C:4]2[NH:10][C:9]([C:11]3[CH:16]=[CH:15][CH:14]=[C:13]([O:17][CH3:18])[CH:12]=3)=[N:8][C:5]2=[N:6][CH:7]=1.[C:19]1(OB(O)O)[CH:24]=[CH:23][CH:22]=[CH:21][CH:20]=1.C(=O)([O-])[O-].[Na+].[Na+].C1(C)C=CC=CC=1>C1C=CC([P]([Pd]([P](C2C=CC=CC=2)(C2C=CC=CC=2)C2C=CC=CC=2)([P](C2C=CC=CC=2)(C2C=CC=CC=2)C2C=CC=CC=2)[P](C2C=CC=CC=2)(C2C=CC=CC=2)C2C=CC=CC=2)(C2C=CC=CC=2)C2C=CC=CC=2)=CC=1.O.C(OCC)(=O)C.O1CCCC1.O1CCCC1>[CH3:18][O:17][C:13]1[CH:12]=[C:11]([C:9]2[NH:10][C:4]3[C:5]([N:8]=2)=[N:6][CH:7]=[C:2]([C:19]2[CH:24]=[CH:23][CH:22]=[CH:21][CH:20]=2)[CH:3]=3)[CH:16]=[CH:15][CH:14]=1 |f:2.3.4,8.9,^1:45,47,66,85|. Reported procedure: Under an argon stream, a mixture of 6-bromo-2-(3-methoxyphenyl)-1H-imidazo[4,5-b]pyridine (Compound of Reference Example 2) (21.3 g), phenylboric acid (22.2 g), tetrakis(triphenylphosphine)palladium(0) (7.60 g), 2 M sodium carbonate (175 ml), toluene (525 ml) and tetrahydrofuran (175 ml) was stirred at 90° C. for 24 hours. The reaction mixture was distributed into ethyl acetate-tetrahydrofuran (3:1, v/v) and water. The organic layer was washed with water, dried over MgSO4. The solvent was distil... Reactants: ClC=1C=C(C=CC1)N1N=C(C=C1C1=CC(=CC=C1)Cl)C(=O)O (1,5-Bis(3-chlorophenyl)-1H-pyrazole-3-carboxylic acid), ClC=1C=C(C=CC1F)N1N=C(C=C1C1=CC(=CC(=C1)F)Cl)C(=O)N1CNC(C1)=O (1-{[1-(3-Chloro-4-fluorophenyl)-5-(3-chloro-5-fluorophenyl)-1H-pyrazol-3-yl]carbonyl}imidazolidin-4-one). Product: ClC=1C=C(C=CC1)N1N=C(C=C1C1=CC(=CC=C1)Cl)C(=O)N1CNC(C1)=O (1-{[1,5-Bis(3-chlorophenyl)-1H-pyrazol-3-yl]carbonyl}imidazolidin-4-one). RXN SMILES: ClC1C=C(N2C(C3C=CC=C(Cl)C=3)=CC(C(O)=O)=N2)C=CC=1.[Cl:23][C:24]1[CH:25]=[C:26]([N:31]2[C:35]([C:36]3[CH:41]=[C:40](F)[CH:39]=[C:38]([Cl:43])[CH:37]=3)=[CH:34][C:33]([C:44]([N:46]3[CH2:50][C:49](=[O:51])[NH:48][CH2:47]3)=[O:45])=[N:32]2)[CH:27]=[CH:28][C:29]=1F>>[Cl:23][C:24]1[CH:25]=[C:26]([N:31]2[C:35]([C:36]3[CH:41]=[CH:40][CH:39]=[C:38]([Cl:43])[CH:37]=3)=[CH:34][C:33]([C:44]([N:46]3[CH2:50][C:49](=[O:51])[NH:48][CH2:47]3)=[O:45])=[N:32]2)[CH:27]=[CH:28][CH:29]=1. Reported procedure: The preparation of the title compound takes place starting from the compound of Example 74A in analogy to the synthesis of the compound of Example 1. 110 mg (91% of theory) of the title compound are obtained.